Dataset: the Open Reaction Database (ORD), a public repository of structured organic reaction records. Task: describe an organic reaction: reactants, conditions, products, and yield Solvent: N1=CC=CC=C1 (pyridine). Procedure: A 3.63 ml quantity of phenylacetyl chloride was added to a suspension of 2.00 g of 5-chloro-4-hydroxy-2-pyridone in 60 ml of pyridine. The same subsequent procedure as in Example 39 was conducted, thereby producing 500 mg of the title compound in a yield of 14%. As a reaction SMILES: [C:1]1([CH2:7][C:8](Cl)=[O:9])[CH:6]=[CH:5][CH:4]=[CH:3][CH:2]=1.[Cl:11][C:12]1[C:13]([OH:19])=[CH:14][C:15](=[O:18])[NH:16][CH:17]=1>N1C=CC=CC=1>[Cl:11][C:12]1[C:13]([O:19][C:8](=[O:9])[CH2:7][C:1]2[CH:6]=[CH:5][CH:4]=[CH:3][CH:2]=2)=[CH:14][C:15](=[O:18])[NH:16][CH:17]=1. Product: ClC=1C(=CC(NC1)=O)OC(CC1=CC=CC=C1)=O (5-chloro-4-phenylacetyloxy-2-pyridone). The yield is 14.0%. The reactants are C1(=CC=CC=C1)CC(=O)Cl (phenylacetyl chloride), ClC=1C(=CC(NC1)=O)O (5-chloro-4-hydroxy-2-pyridone).